From a dataset of the Open Reaction Database (ORD), a public repository of structured organic reaction records. describe an organic reaction: reactants, conditions, products, and yield Starting materials: NC=1C(=C(CO)C=CC1)C (3-Amino-2-methyl benzyl alcohol), C(C)(=O)OC(C)=O (acetic anhydride), C(C)(=O)[O-].[K+] (potassium acetate), N(=O)OCCC(C)C (isoamyl nitrite), C1COCCOCCOCCOCCOCCO1 (18-crown-6). The solvent is C(Cl)(Cl)Cl (CHCl3). Product: C(C)(=O)N1N=CC2=C(C=CC=C12)COC(C)=O (acetic acid 1-acetyl-1H-indazol-4-ylmethyl ester). As a reaction SMILES: [NH2:1][C:2]1[C:3]([CH3:10])=[C:4]([CH:7]=[CH:8][CH:9]=1)[CH2:5][OH:6].C(O[C:15](=[O:17])[CH3:16])(=O)C.[C:18]([O-:21])(=O)[CH3:19].[K+].[N:23](OCCC(C)C)=O.C1OCCOCCOCCOCCOCCOC1>C(Cl)(Cl)Cl>[C:18]([N:1]1[C:2]2[C:3](=[C:4]([CH2:5][O:6][C:15](=[O:17])[CH3:16])[CH:7]=[CH:8][CH:9]=2)[CH:10]=[N:23]1)(=[O:21])[CH3:19] |f:2.3|. Procedure details: 3-Amino-2-methyl benzyl alcohol (0.82 g, 5.98 mmol), acetic anhydride (1.68 mL, 17.8 mmol), potassium acetate (1.75 g, 17.8 mol), isoamyl nitrite (1.82 mL, 13.7 mmol) and 18-crown-6 (79 mg, 0.3 mmol) in 25 mL CHCl3 were reacted as described in EP99/07620. The crude product was purified by flash chromatography with a gradient from 0-35% ethyl acetate in hexanes to yield acetic acid 1-acetyl-1H-indazol-4-ylmethyl ester. The reactants are ClC1=CC2=C(C(NC3=NC=CC=C23)=O)C=C1 (9-Chloro-5H-benzo[c][1,8]naphthyridin-6-one), [OH-].[K+] (KOH), Cl.Cl.NCC1=CC=C(N(C)C)C=C1 (4-(aminomethyl)-N,N-dimethylaniline dihydrochloride), CC(C)C1=CC(=C(C(=C1)C(C)C)C2=C(C=CC=C2)P(C3CCCCC3)C4CCCCC4)C(C)C (X-Phos). Reagents/catalysts: CC(=O)[O-].CC(=O)[O-].[Pd+2] (Pd(OAc)2). Solvent: C(C)(C)(C)O (tert-butanol), CN(C)C=O (DMF). Run at temperature 170 celsius, time 5 minute. Product: CN(C1=CC=C(CNC2=CC3=C(C(NC4=NC=CC=C34)=O)C=C2)C=C1)C (9-(4-(Dimethylamino)benzylamino)benzo[c][1,8]naphthyridin-6(5H)-one). Isolated yield 2.0%. Reaction SMILES: Cl[C:2]1[CH:16]=[CH:15][C:5]2[C:6](=[O:14])[NH:7][C:8]3[C:13]([C:4]=2[CH:3]=1)=[CH:12][CH:11]=[CH:10][N:9]=3.Cl.Cl.[NH2:19][CH2:20][C:21]1[CH:29]=[CH:28][C:24]([N:25]([CH3:27])[CH3:26])=[CH:23][CH:22]=1.CC(C1C=C(C(C)C)C(C2C=CC=CC=2P(C2CCCCC2)C2CCCCC2)=C(C(C)C)C=1)C.[OH-].[K+]>C(O)(C)(C)C.CN(C=O)C.CC([O-])=O.CC([O-])=O.[Pd+2]>[CH3:26][N:25]([CH3:27])[C:24]1[CH:28]=[CH:29][C:21]([CH2:20][NH:19][C:2]2[CH:16]=[CH:15][C:5]3[C:6](=[O:14])[NH:7][C:8]4[C:13]([C:4]=3[CH:3]=2)=[CH:12][CH:11]=[CH:10][N:9]=4)=[CH:22][CH:23]=1 |f:1.2.3,5.6,9.10.11|. Procedure: 6 (200 mg, 0.87 mmol), 4-(aminomethyl)-N,N-dimethylaniline dihydrochloride (774 mg, 3.47 mmol), Pd(OAc)2 (8 mg, 0.03 mmol), X-Phos (33 mg, 0.07 mmol), and KOH (438 mg, 8 mmol) were suspended in tert-butanol (3 mL), and stirred for 5 minutes at 170° C. via microwave. The reaction mixture was diluted with DMF and filtered. The crude product was purified directly via prep-LC-MS to provide 456 (6 mg, 2% yield) as a white powder. LC-MS (M+H=345, obsd.=345). 1H NMR (400 MHz, DMSO-D6) δ 11.46 (s, 1H), ... Run in O (H2O). Yields the product CN1C(=NC2=C1C=CC=C2)NCCNC(C)=O (N-[2[(1-Methyl-1H-benzimidazol-2-yl)amino]ethyl]acetamide). Reactants: CS(=O)(=O)C1=NC2=C(N1C)C=CC=C2 (2-methylsulfonyl-1-methyl-1H-benzimidazole), C(C)(=O)NCCN (N-acetylethylenediamine), [OH-].[Na+] (NaOH). RXN SMILES: CS([C:5]1[N:9]([CH3:10])[C:8]2[CH:11]=[CH:12][CH:13]=[CH:14][C:7]=2[N:6]=1)(=O)=O.[C:15]([NH:18][CH2:19][CH2:20][NH2:21])(=[O:17])[CH3:16].[OH-].[Na+]>O>[CH3:10][N:9]1[C:8]2[CH:11]=[CH:12][CH:13]=[CH:14][C:7]=2[N:6]=[C:5]1[NH:21][CH2:20][CH2:19][NH:18][C:15](=[O:17])[CH3:16] |f:2.3|. Reported procedure: A mixture of 2-methylsulfonyl-1-methyl-1H-benzimidazole (7.0 g, 0.033 mol) and N-acetylethylenediamine (17.0 g, 0.167 mol) was heated at 120°-125° C. for 8 hours. The mixture was cooled, diluted with H2O, made basic (pH8) with 2.5N NaOH, and filtered. The filtrate was extracted with EtOAc, and the combined extracts were washed with brine, dried, and concentrated to give a yellow solid 2.3 g (30%). The yield is 30.0%. Reaction SMILES: [C:33]([OH:34])(=[O:35])[CH3:36].[CH2:1]([c:2]1[cH:3][cH:4][cH:5][cH:6][cH:7]1)[O:8][C:9](=[O:10])[N:11]1[N:12]([C:17]([CH2:18][c:19]2[cH:20][cH:21][c:22]([F:25])[cH:23][cH:24]2)=[O:26])[CH2:13][C:14](=[O:16])[CH2:15]1.[CH2:27]1[CH2:28][O:29][CH2:30][CH2:31][NH:32]1.[CH2:38]1[O:39][CH2:40][CH2:41][CH2:42]1.[ClH:37]>>[CH2:1]([c:2]1[cH:3][cH:4][cH:5][cH:6][cH:7]1)[O:8][C:9](=[O:10])[N:11]1[N:12]([C:17]([CH2:18][c:19]2[cH:20][cH:21][c:22]([F:25])[cH:23][cH:24]2)=[O:26])[CH2:13][CH:14]([N:32]2[CH2:27][CH2:28][O:29][CH2:30][CH2:31]2)[CH2:15]1. Starting materials: CC(=O)O, O=C1CN(C(=O)Cc2ccc(F)cc2)N(C(=O)OCc2ccccc2)C1, C1COCCN1, C1CCOC1, Cl. Yields the product O=C(Cc1ccc(F)cc1)N1CC(N2CCOCC2)CN1C(=O)OCc1ccccc1. Product: NC(C/C=C/C(=O)N(C)[C@@H](C(=O)NN(C(=O)NCC)CC1=CC=CC=C1)CC1=CC2=CC=CC=C2C=C1)(C)C (1-((2R)-2-(N-((2E)-5-amino-5-methylhex-2-enoyl)-N-methylamino)-3-(2-naphthyl)propionyl)-2-benzyl-4-ethylsemicarbazide). Reported procedure: ##STR64## (2R)-2-(N-((2E)-5-Amino-5-methylhex-2-enoyl)-N-methylamino)-3-(2-naphthyl)propionic acid N-methyl-N-phenethylamide: ##STR65## 1-((2R)-2-(N-(2-(((2S)-pyrrolidin-2yl)methoxy)acetyl)-N-methylamino)-3-(2-naphthyl)propionyl)-2-benzyl-4-ethylsemicarbazide: ##STR66## (1-((2R)-2-(N-((2-amino-2-methylpropoxy)acetyl)-N-methylamino)-3-(2-naphthyl)propionyl)-2-benzyl-4-ethylsemicarbazide: ##STR67## (2R)-2-(N-((2E)-5-Amino-5-methylhex-2-enoyl)-N-methylamino)-3-(2-naphthyl)propionic acid N-methyl-N-... Starting materials: CN(C([C@@H](CC1=CC2=CC=CC=C2C=C1)N(C)C(\C=C\CC(C)(C)N)=O)=O)CCC1=CC=CC=C1 ((2R)-2-(N-((2E)-5-Amino-5-methylhex-2-enoyl)-N-methylamino)-3-(2-naphthyl)propionic acid N-methyl-N-phenethylamide), CN(C([C@@H](CC1=CC2=CC=CC=C2C=C1)N(C)C(\C=C\CC(C)(C)N)=O)=O)CCC=1SC=CC1 ((2R)-2-(N-((2E)-5-Amino-5-methylhex-2-enoyl)-N-methylamino)-3-(2-naphthyl)propionic acid N-methyl-N-(2-(2-thienyl)ethyl)amide), 5-Amino-5-methylhex-2-enoic acid N-((1R)-1-(N-(2-(2-(2-hydroxyethoxy)phenyl)ethyl)-N-methylcarbomoyl)-2-(2-naphthyl)ethyl)-N-methylamide, CN(C([C@@H](CC1=CC2=CC=CC=C2C=C1)N(C)C(\C=C\CC(C)(C)N)=O)=O)CCC1=C(C=CC=C1)NS(=O)(=O)C ((2R)-2-(N-((2E)-5-Amino-5-methylhex-2-enoyl)-N-methylamino)-3-(2-naphthyl)propionic acid N-methyl-N-(2-(2-(methylsulfonylamino)phenyl)ethyl)amide), C(C)(=O)N([C@H](CC1=CC=CC=C1)C(NC)=O)C[C@@H](CC1=CC2=CC=CC=C2C=C1)NC(\C=C\CC(C)(C)N)=O ((2E)-5-Amino-5-methylhex-2-enoic acid N-((1 R)-2-(N-acetyl-N-((1R)-1-(methylcarbamoyl)-2-phenylethyl)amino)-1-((2-naphthyl)methyl)ethyl)amide), NC(C/C=C/C(=O)N([C@H](CC1=CC2=CC=CC=C2C=C1)C(N(CCC=1SC=CC1)C)=O)C)(C)C ((2E)-5-Amino-5-methyl-N-methyl-N-((1R)-1-(N-methyl-N-(2-(2-thienyl)ethyl)carbamoyl)-2-(2-naphthyl)ethyl)hex-2-enamide), O[C@@H](CNC(C/C=C/C(=O)N(C)[C@@H](C(=O)N(CCC1=CC=CC=C1)C)CC1=CC2=CC=CC=C2C=C1)(C)C)C ((2R)-2-(N-((2E)-5-((2R)-2-hydroxypropylamino)-5-methylhex-2-enoyl)-N-methylamino)-N-methyl-3-(2-naphthyl)-N-phenethylpropionamide), N1[C@@H](CCC1)COCC(=O)N(C)[C@@H](C(=O)NN(C(=O)NCC)CC1=CC=CC=C1)CC1=CC2=CC=CC=C2C=C1 (1-((2R)-2-(N-(2-(((2S)-pyrrolidin-2yl)methoxy)acetyl)-N-methylamino)-3-(2-naphthyl)propionyl)-2-benzyl-4-ethylsemicarbazide), NC(COCC(=O)N(C)[C@@H](C(=O)NN(C(=O)NCC)CC1=CC=CC=C1)CC1=CC2=CC=CC=C2C=C1)(C)C (1-((2R)-2-(N-((2-amino-2-methylpropoxy)acetyl)-N-methylamino)-3-(2-naphthyl)propionyl)-2-benzyl-4-ethylsemicarbazide), NC(C/C=C/C(=O)N1CC(N(C[C@H]1CC1=CC2=CC=CC=C2C=C1)[C@@H](C(=O)NC)CC1=CC=CC=C1)=O)(C)C ((2R)-2-((5R)-4-((2E)-5-Amino-5-methylhex-2-enoyl)-5-(2-naphthyl)methyl-2-oxopiperazin-1-yl)-N-methyl-3-phenylpropionamide). RXN SMILES: CN(CCC1C=CC=CC=1)C(=O)[C@H](N(C(=O)/C=C/CC(N)(C)C)C)C[C:6]1[CH:15]=[CH:14][C:13]2[C:8](=CC=CC=2)[CH:7]=1.N1CCC[C@H]1CO[CH2:43][C:44]([N:46]([C@H:48]([CH2:65][C:66]1[CH:75]=CC2[C:68](=CC=CC=2)[CH:67]=1)[C:49]([NH:51][N:52]([CH2:58][C:59]1C=CC=[CH:61][CH:60]=1)[C:53]([NH:55][CH2:56][CH3:57])=[O:54])=[O:50])[CH3:47])=[O:45].NC(C)(C)COCC(N([C@H](CC1[CH:112]=[CH:111][C:110]2[C:105](=CC=C[CH:109]=2)C=1)C(NN(CC1C=CC=CC=1)C(NCC)=O)=O)C)=O.CN(CCC1C=CC=CC=1NS(C)(=O)=O)[C:117](=O)[C@H:118](N(C(=O)/C=C/CC(N)(C)C)C)[CH2:119]C1C=CC2C(=CC=CC=2)C=1.C[N:156](CCC1SC=CC=1)C(=O)[C@H](N(C(=O)/C=C/CC(N)(C)C)C)CC1C=CC2C(=CC=CC=2)C=1.NC(C)(C)C/C=C/C(N1[C@H](CC2C=CC3C(=CC=CC=3)C=2)CN([C@H](CC2C=CC=CC=2)C(NC)=O)C(=O)C1)=O.O[C@H](C)CNC(C)(C)C/C=C/C(N([C@H](CC1C=CC2C(=CC=CC=2)C=1)C(N(C)CCC1C=CC=CC=1)=O)C)=O.C(N(C[C@H](NC(=O)/C=C/CC(N)(C)C)CC1C=CC2C(=CC=CC=2)C=1)[C@@H](C(=O)NC)CC1C=CC=CC=1)(=O)C>>[NH2:156][C:110]([CH3:109])([CH3:105])[CH2:111]/[CH:112]=[CH:43]/[C:44]([N:46]([C@H:48]([CH2:65][C:66]1[CH:67]=[CH:68][C:8]2[C:13](=[CH:14][CH:15]=[CH:6][CH:7]=2)[CH:75]=1)[C:49]([NH:51][N:52]([CH2:58][C:59]1[CH:119]=[CH:118][CH:117]=[CH:61][CH:60]=1)[C:53]([NH:55][CH2:56][CH3:57])=[O:54])=[O:50])[CH3:47])=[O:45].